Task: describe an organic reaction: reactants, conditions, products, and yield. Dataset: the Open Reaction Database (ORD), a public repository of structured organic reaction records The reactants are C(C)OCN1N=CC=C1C(C1=C(C(=C(C=C1)OCC(=O)OCC)Cl)Cl)O (α-(1-ethoxymethyl-5-pyrazolyl)-2,3-dichloro-4-ethoxycarbonylmethoxybenzylalcohol). Reagents/catalysts: [O-2].[O-2].[Mn+4] (manganese dioxide). Solvent: C(Cl)Cl (methylene chloride). Reaction conditions: time 24 hour. Product: ClC1=C(OCC(=O)OCC)C=CC(=C1Cl)C(=O)C1=CC=NN1COCC (ethyl [2,3-dichloro-4-(1-ethoxymethyl-5-pyrazolylcarbonyl)phenoxy]acetate). Yield: 91.8%. As a reaction SMILES: [CH2:1]([O:3][CH2:4][N:5]1[C:9]([CH:10]([OH:26])[C:11]2[CH:16]=[CH:15][C:14]([O:17][CH2:18][C:19]([O:21][CH2:22][CH3:23])=[O:20])=[C:13]([Cl:24])[C:12]=2[Cl:25])=[CH:8][CH:7]=[N:6]1)[CH3:2]>C(Cl)Cl.[O-2].[O-2].[Mn+4]>[Cl:24][C:13]1[C:12]([Cl:25])=[C:11]([C:10]([C:9]2[N:5]([CH2:4][O:3][CH2:1][CH3:2])[N:6]=[CH:7][CH:8]=2)=[O:26])[CH:16]=[CH:15][C:14]=1[O:17][CH2:18][C:19]([O:21][CH2:22][CH3:23])=[O:20] |f:2.3.4|. Reported procedure: 770 mg of α-(1-ethoxymethyl-5-pyrazolyl)-2,3-dichloro-4-ethoxycarbonylmethoxybenzylalcohol and 1.66 g of manganese dioxide are suspended in 30 ml of methylene chloride, and the suspension is stirred at room temperature for 24 hours. The reaction mixture is filtered and the filtrate is evaporated to remove solvent. The residue is triturated with a mixture of isopropyl ether and hexane to give 703 mg of ethyl [2,3-dichloro-4-(1-ethoxymethyl-5-pyrazolylcarbonyl)phenoxy]acetate as crystals. Starting materials: N(=O)N1CCN(CC1)C(C1=CC=CS1)=O (1-nitroso-4-(2-thenoyl)piperazine), [OH-].[Na+] (sodium hydroxide). Reagents/catalysts: [Zn] (Zn), [Zn] (Zn). Run in C(C)(=O)O (acetic acid), C(C)(=O)O (acetic acid), O (water). Reaction conditions: time 1.5 hour. Yields the product NN1CCN(CC1)C(C1=CC=CS1)=O (1-amino-4-(2-thenoyl)piperazine). Isolated yield 70.1%. Reaction SMILES: [N:1]([N:3]1[CH2:8][CH2:7][N:6]([C:9](=[O:15])[C:10]2[S:14][CH:13]=[CH:12][CH:11]=2)[CH2:5][CH2:4]1)=O.[OH-].[Na+]>C(O)(=O)C.O.[Zn]>[NH2:1][N:3]1[CH2:8][CH2:7][N:6]([C:9](=[O:15])[C:10]2[S:14][CH:13]=[CH:12][CH:11]=2)[CH2:5][CH2:4]1 |f:1.2|. Reported procedure: To a solution of 1-nitroso-4-(2-thenoyl)piperazine (1.78 g) in a mixture of acetic acid (8 ml) and water (8 ml) was added Zn powder (1.55 g) in several portions at 6°-15° C. The suspension was stirred for 1.5 hours below 10° C. To the mixture was added acetic acid (4 ml) and Zn powder (780 mg) at 8°-12° C. The mixture was stirred for 2 hours at ambient temperature. To the suspension was added 17% aqueous sodium hydroxide solution (70 ml). The insoluble materials were filtered off. The aqueous la...